This data is from the Open Reaction Database (ORD), a public repository of structured organic reaction records. The task is: describe an organic reaction: reactants, conditions, products, and yield The reactants are NC(C=1C=C(SC1C)C(=S)OC)=S (methyl 4-(aminothioxomethyl)-5-methylthiothiophene-2-carboxylate), COC=1C=C(C=CC1OC)C(CBr)=O (1-(3,4-dimethoxyphenyl)-2-bromoethan-1-one). Yields the product COC=1C=C(C=CC1OC)C=1N=C(SC1)C=1C=C(SC1C)C(=S)OC (methyl 4-[4-(3,4-dimethoxyphenyl)(1,3-thiazol-2-yl)]-5-methylthiothiophene-2-carboxylate). Yield: 89.2%. Reaction SMILES: [NH2:1][C:2](=[S:13])[C:3]1[CH:4]=[C:5]([C:9]([O:11][CH3:12])=[S:10])[S:6][C:7]=1[CH3:8].[CH3:14][O:15][C:16]1[CH:17]=[C:18]([C:24](=O)[CH2:25]Br)[CH:19]=[CH:20][C:21]=1[O:22][CH3:23]>>[CH3:14][O:15][C:16]1[CH:17]=[C:18]([C:24]2[N:1]=[C:2]([C:3]3[CH:4]=[C:5]([C:9]([O:11][CH3:12])=[S:10])[S:6][C:7]=3[CH3:8])[S:13][CH:25]=2)[CH:19]=[CH:20][C:21]=1[O:22][CH3:23]. Procedure: 105 mg (0.424 mmol) of methyl 4-(aminothioxomethyl)-5-methylthiothiophene-2-carboxylate (Maybridge Chemical Co. LTD., Cornwall, U.K.) was reacted with 1-(3,4-dimethoxyphenyl)-2-bromoethan-1-one (0.467 mmol; 120 mg) in a manner similar to Example 22, step (a) to afford 148 mg (85% yield) of methyl 4-[4-(3,4-dimethoxyphenyl)(1,3-thiazol-2-yl)]-5-methylthiothiophene-2-carboxylate. Reactants: C(C)(C)(C)OC(=O)N1C(C=C(CC1)S(=O)(=O)C(F)(F)F)C (1-(t-butyloxycarbonyl)-2-methyl-4-trifluoromethanesulfonyl-1,2,5,6-tetrahydropyridine), C[Sn](C)C.C[Sn](C)C (hexamethylditin), [Cl-].[Li+] (lithium chloride), ClC=1SC2=C(N1)C(=CC=C2)C (2-chloro-4-methylbenzothiazole). Reagents/catalysts: C=1C=CC(=CC1)[P](C=2C=CC=CC2)(C=3C=CC=CC3)[Pd]([P](C=4C=CC=CC4)(C=5C=CC=CC5)C=6C=CC=CC6)([P](C=7C=CC=CC7)(C=8C=CC=CC8)C=9C=CC=CC9)[P](C=1C=CC=CC1)(C=1C=CC=CC1)C=1C=CC=CC1 (tetrakis(triphenylphosphine)palladium). The solvent is O1CCOCC1 (1,4-dioxane), [F-].[K+] (potassium fluoride), C(C)(=O)OCC (ethyl acetate). Run at temperature 20 celsius, time 2 hour. The product is C(C)(C)(C)OC(=O)N1C(C=C(CC1)C=1SC2=C(N1)C(=CC=C2)C)C (1-(t-Butyloxycarbonyl)-4-(4-methylbenzothiazol-2-yl)-2-methyl-1,2,5,6-tetrahydropyridine). Isolated yield 65.9%. RXN SMILES: Cl[C:2]1[S:3][C:4]2[CH:10]=[CH:9][CH:8]=[C:7]([CH3:11])[C:5]=2[N:6]=1.[C:12]([O:16][C:17]([N:19]1[CH2:24][CH2:23][C:22](S(C(F)(F)F)(=O)=O)=[CH:21][CH:20]1[CH3:32])=[O:18])([CH3:15])([CH3:14])[CH3:13].C[Sn](C)C.C[Sn](C)C.[Cl-].[Li+]>O1CCOCC1.[F-].[K+].C(OCC)(=O)C.C1C=CC([P]([Pd]([P](C2C=CC=CC=2)(C2C=CC=CC=2)C2C=CC=CC=2)([P](C2C=CC=CC=2)(C2C=CC=CC=2)C2C=CC=CC=2)[P](C2C=CC=CC=2)(C2C=CC=CC=2)C2C=CC=CC=2)(C2C=CC=CC=2)C2C=CC=CC=2)=CC=1>[C:12]([O:16][C:17]([N:19]1[CH2:24][CH2:23][C:22]([C:2]2[S:3][C:4]3[CH:10]=[CH:9][CH:8]=[C:7]([CH3:11])[C:5]=3[N:6]=2)=[CH:21][CH:20]1[CH3:32])=[O:18])([CH3:15])([CH3:13])[CH3:14] |f:2.3,4.5,7.8,^1:33,37,60,62,81,100|. Procedure details: Scheme IIA, Step A: To a mixture of 2-chloro-4-methylbenzothiazole (1.052 g, 5.73 mmol) in 1,4-dioxane (60 mL) was added 1-(t-butyloxycarbonyl)-2-methyl-4-trifluoromethanesulfonyl-1,2,5,6-tetrahydropyridine (2.077 g, 6.01 mmol), hexamethylditin (1.876 g, 5.73 mmol), tetrakis(triphenylphosphine)palladium (0.331 g, 0.286 mmol) and lithium chloride (0.729 g, 17.2 mmol). The mixture was heated at reflux for 20 hours, then cooled to 20° C. and diluted with saturated potassium fluoride and ethyl aceta... The reactants are CC1(COC(OC1)C(C)[C@H]1CC[C@H]2[C@@H]3C(C=C4C[C@H](C[C@@H]([C@]4(C)[C@H]3CC[C@]12C)OC(=O)OC)OC(=O)OC)OC(=O)OC)C (20-(5,5-dimethyl-1,3-dioxan-2-yl)-1α,3β,7-tris(methoxycarbonyloxy)pregn-5-ene), C[O-].[Na+] (sodium methoxide). Run in CO (methanol), O (water). Reaction conditions: time 5 hour. Yields the product CC1(COC(OC1)C(C)[C@H]1CC[C@H]2[C@@H]3[C@@H](C=C4C[C@H](C[C@@H]([C@]4(C)[C@H]3CC[C@]12C)O)O)O)C (20-(5,5-dimethyl-1,3-dioxan-2-yl)pregn-5-ene-1α,3β,7α-triol). Isolated yield 90.2%. RXN SMILES: [CH3:1][C:2]1([CH3:44])[CH2:7][O:6][CH:5]([CH:8]([C@@H:10]2[C@:27]3([CH3:28])[C@H:13]([C@H:14]4[C@H:24]([CH2:25][CH2:26]3)[C@:22]3([CH3:23])[C:17]([CH2:18][C@@H:19]([O:34]C(OC)=O)[CH2:20][C@@H:21]3[O:29]C(OC)=O)=[CH:16][CH:15]4[O:39]C(OC)=O)[CH2:12][CH2:11]2)[CH3:9])[O:4][CH2:3]1.C[O-].[Na+]>CO.O>[CH3:44][C:2]1([CH3:1])[CH2:3][O:4][CH:5]([CH:8]([C@@H:10]2[C@:27]3([CH3:28])[C@H:13]([C@H:14]4[C@H:24]([CH2:25][CH2:26]3)[C@:22]3([CH3:23])[C:17]([CH2:18][C@@H:19]([OH:34])[CH2:20][C@@H:21]3[OH:29])=[CH:16][C@H:15]4[OH:39])[CH2:12][CH2:11]2)[CH3:9])[O:6][CH2:7]1 |f:1.2|. Reported procedure: In 5 ml of methanol was dissolved 100 mg of 20-(5,5-dimethyl-1,3-dioxan-2-yl)-1α,3β,7-tris(methoxycarbonyloxy)pregn-5-ene, followed by addition of 30 mg of sodium methoxide, and the mixture was stirred at room temperature for 5 hours. The reaction mixture was poured in water and extracted with methylene chloride. The extracts were pooled, washed with aqueous sodium chloride solution and concentrated under reduced pressure. The concentrate was recrystallized from ethyl acetate to give 65 mg of 20... Starting materials: CO, [H][H], c1ccc(C2CCNN2c2ccccc2)cc1. The product is NCCC(Nc1ccccc1)c1ccccc1. RXN SMILES: [CH3:20][OH:21].[H:18][H:19].[c:1]1([N:7]2[NH:8][CH2:9][CH2:10][CH:11]2[c:12]2[cH:13][cH:14][cH:15][cH:16][cH:17]2)[cH:2][cH:3][cH:4][cH:5][cH:6]1>>[c:1]1([NH:7][CH:11]([CH2:10][CH2:9][NH2:8])[c:12]2[cH:13][cH:14][cH:15][cH:16][cH:17]2)[cH:2][cH:3][cH:4][cH:5][cH:6]1.